Dataset: the Open Reaction Database (ORD), a public repository of structured organic reaction records. Task: describe an organic reaction: reactants, conditions, products, and yield Reactants: C(C)(=O)OCCC=1C(=NC(=NC1)Br)Br (2-(2,4-dibromopyrimidin-5-yl)ethyl acetate), C1(CC1)C1=CC(=NN1)N (5-cyclopropyl-1H-pyrazol-3-amine), CCN(C(C)C)C(C)C (DIPEA). Solvent: CC(C)O (propan-2-ol). Reaction conditions: temperature 60 celsius, time 16 hour. Yields the product C(C)(=O)OCCC=1C(=NC(=NC1)Br)NC1=NNC(=C1)C1CC1 (2-(2-bromo-4-(5-cyclopropyl-1H-pyrazol-3-ylamino)pyrimidin-5-yl)ethyl acetate). Isolated yield 53.2%. As a reaction SMILES: [C:1]([O:4][CH2:5][CH2:6][C:7]1[C:8](Br)=[N:9][C:10]([Br:13])=[N:11][CH:12]=1)(=[O:3])[CH3:2].[CH:15]1([C:18]2[NH:22][N:21]=[C:20]([NH2:23])[CH:19]=2)[CH2:17][CH2:16]1.CCN(C(C)C)C(C)C>CC(O)C>[C:1]([O:4][CH2:5][CH2:6][C:7]1[C:8]([NH:23][C:20]2[CH:19]=[C:18]([CH:15]3[CH2:17][CH2:16]3)[NH:22][N:21]=2)=[N:9][C:10]([Br:13])=[N:11][CH:12]=1)(=[O:3])[CH3:2]. Procedure details: A mixture of 2-(2,4-dibromopyrimidin-5-yl)ethyl acetate (650 mg, 2.0 mmol, 1.0 eq), 5-cyclopropyl-1H-pyrazol-3-amine (296 mg, 2.4 mmol, 1.2 eq) and DIPEA (387 mg, 3.0 mmol, 1.5 eq) in propan-2-ol (10 mL) was stirred at 60° C. for 16 h. The mixture was extracted with EtOAc. The combined organic phases were washed (brine), dried (Na2SO4), filtered and concentrated to give a residue, which was purified by silica gel column chromatography (PE/EtOAc=1:2) to give 2-(2-bromo-4-(5-cyclopropyl-1H-pyrazol... Reactants: CC(=O)OC(C)C, CC(C)C1(C)C(=O)N=C2c3ncccc3C(=O)N21, CC(C)O. Product: CC(C)OC12NC(=O)C(C)(C(C)C)N1C(=O)c1cccnc12. As a reaction SMILES: [C:19](=[O:20])([CH3:21])[O:22][CH:23]([CH3:24])[CH3:25].[CH:1]([CH3:2])([CH3:3])[C:4]1([CH3:18])[C:5](=[O:17])[N:6]=[C:7]2[N:8]1[C:9](=[O:16])[c:10]1[c:11]2[n:12][cH:13][cH:14][cH:15]1.[CH:26]([OH:27])([CH3:28])[CH3:29]>>[CH:1]([CH3:2])([CH3:3])[C:4]1([CH3:18])[C:5](=[O:17])[NH:6][C:7]2([O:22][CH:23]([CH3:24])[CH3:25])[N:8]1[C:9](=[O:16])[c:10]1[c:11]2[n:12][cH:13][cH:14][cH:15]1. The reactants are FC(C=1C=C(C=NC1)O)(F)F (5-(trifluoromethyl)pyridin-3-ol), FC=1C=C(C=O)C=C(C1F)F (3,4,5-trifluorobenzaldehyde). Yields the product FC=1C=C(C=O)C=C(C1OC=1C=NC=C(C1)C(F)(F)F)F (3,5-difluoro-4-((5-(trifluoromethyl)pyridin-3-yl)oxy)benzaldehyde). RXN SMILES: [F:1][C:2]([F:11])([F:10])[C:3]1[CH:4]=[C:5]([OH:9])[CH:6]=[N:7][CH:8]=1.[F:12][C:13]1[CH:14]=[C:15]([CH:18]=[C:19]([F:22])[C:20]=1F)[CH:16]=[O:17]>>[F:12][C:13]1[CH:14]=[C:15]([CH:18]=[C:19]([F:22])[C:20]=1[O:9][C:5]1[CH:6]=[N:7][CH:8]=[C:3]([C:2]([F:1])([F:10])[F:11])[CH:4]=1)[CH:16]=[O:17]. Reported procedure: The title compound was prepared by a procedure similar to that described for D30 starting from 5-(trifluoromethyl)pyridin-3-ol and 3,4,5-trifluorobenzaldehyde The reactants are FCCBr, Br, O=C([O-])[O-], [Cs+], [Cs+], Nc1ccn2cc(-c3cccc(O)c3)nc2n1, CN(C)C=O, O. The product is Nc1ccn2cc(-c3cccc(OCCF)c3)nc2n1. Reaction SMILES: [Br:19][CH2:20][CH2:21][F:22].[BrH:1].[C:23](=[O:24])([O-:25])[O-:26].[Cs+:27].[Cs+:28].[NH2:2][c:3]1[n:4][c:5]2[n:6]([cH:7][cH:8]1)[cH:9][c:10](-[c:12]1[cH:13][c:14]([OH:18])[cH:15][cH:16][cH:17]1)[n:11]2.[O:30]=[CH:31][N:32]([CH3:33])[CH3:34].[OH2:29]>>[NH2:2][c:3]1[n:4][c:5]2[n:6]([cH:7][cH:8]1)[cH:9][c:10](-[c:12]1[cH:13][c:14]([O:18][CH2:20][CH2:21][F:22])[cH:15][cH:16][cH:17]1)[n:11]2. The reactants are CS(=O)(=O)Cl, ClCCl, Nc1nc(-c2ccccc2)c(-c2ccccc2)s1, c1ccncc1. Yields the product CS(=O)(=O)Nc1nc(-c2ccccc2)c(-c2ccccc2)s1. As a reaction SMILES: [CH3:1][S:2]([Cl:3])(=[O:4])=[O:5].[Cl:30][CH2:31][Cl:32].[NH2:6][c:7]1[s:8][c:9](-[c:18]2[cH:19][cH:20][cH:21][cH:22][cH:23]2)[c:10](-[c:12]2[cH:13][cH:14][cH:15][cH:16][cH:17]2)[n:11]1.[cH:24]1[cH:25][cH:26][n:27][cH:28][cH:29]1>>[CH3:1][S:2](=[O:4])(=[O:5])[NH:6][c:7]1[s:8][c:9](-[c:18]2[cH:19][cH:20][cH:21][cH:22][cH:23]2)[c:10](-[c:12]2[cH:13][cH:14][cH:15][cH:16][cH:17]2)[n:11]1. The reactants are CC[BH-](CC)CC, [Li+], CCOC(=O)CCCCCOc1c(C=CC(=O)CCc2ccccc2)occc1=O, C1CCOC1. Product: CCOC(=O)CCCCCOc1c(C=CC(O)CCc2ccccc2)occc1=O. RXN SMILES: [CH2:31]([BH-:32]([CH2:33][CH3:34])[CH2:35][CH3:36])[CH3:37].[Li+:38].[O:1]=[C:2]([CH:3]=[CH:4][c:5]1[o:6][cH:7][cH:8][c:9](=[O:22])[c:10]1[O:11][CH2:12][CH2:13][CH2:14][CH2:15][CH2:16][C:17](=[O:18])[O:19][CH2:20][CH3:21])[CH2:23][CH2:24][c:25]1[cH:26][cH:27][cH:28][cH:29][cH:30]1.[O:39]1[CH2:40][CH2:41][CH2:42][CH2:43]1>>[OH:1][CH:2]([CH:3]=[CH:4][c:5]1[o:6][cH:7][cH:8][c:9](=[O:22])[c:10]1[O:11][CH2:12][CH2:13][CH2:14][CH2:15][CH2:16][C:17](=[O:18])[O:19][CH2:20][CH3:21])[CH2:23][CH2:24][c:25]1[cH:26][cH:27][cH:28][cH:29][cH:30]1. Reactants: CS(=O)(=O)O, COc1ccc(-n2nc(O)c3[nH]c4cc(Cl)ccc4c(=O)c3c2=O)cc1Cl. The product is O=c1c2ccc(Cl)cc2[nH]c2c(O)nn(-c3ccc(O)c(Cl)c3)c(=O)c12. As a reaction SMILES: [CH3:28][S:29](=[O:30])(=[O:31])[OH:32].[Cl:1][c:2]1[cH:3][cH:4][c:5]2[c:6](=[O:27])[c:7]3[c:8]([nH:9][c:10]2[cH:11]1)[c:12]([OH:26])[n:13][n:14](-[c:17]1[cH:18][c:19]([Cl:25])[c:20]([O:23][CH3:24])[cH:21][cH:22]1)[c:15]3=[O:16]>>[Cl:1][c:2]1[cH:3][cH:4][c:5]2[c:6](=[O:27])[c:7]3[c:8]([nH:9][c:10]2[cH:11]1)[c:12]([OH:26])[n:13][n:14](-[c:17]1[cH:18][c:19]([Cl:25])[c:20]([OH:23])[cH:21][cH:22]1)[c:15]3=[O:16].